Dataset: the Open Reaction Database (ORD), a public repository of structured organic reaction records. Task: describe an organic reaction: reactants, conditions, products, and yield The reactants are Cl.NC(C(=O)O)CC1=CC(NC2=CC=CC=C12)=O (2-amino-3-(2-quinolon-4-yl)propionic acid hydrochloride), S(=O)(Cl)Cl (thionyl chloride), CO (methanol). Reaction conditions: time 8 hour. The product is NC(C(=O)OC)CC1=CC(NC2=CC=CC=C12)=O (methyl 2-amino-3-(2-quinolon-4-yl)propionate). RXN SMILES: Cl.[NH2:2][CH:3]([CH2:7][C:8]1[C:17]2[C:12](=[CH:13][CH:14]=[CH:15][CH:16]=2)[NH:11][C:10](=[O:18])[CH:9]=1)[C:4]([OH:6])=[O:5].S(Cl)(Cl)=O.[CH3:23]O>>[NH2:2][CH:3]([CH2:7][C:8]1[C:17]2[C:12](=[CH:13][CH:14]=[CH:15][CH:16]=2)[NH:11][C:10](=[O:18])[CH:9]=1)[C:4]([O:6][CH3:23])=[O:5] |f:0.1|. Procedure: 4 Grams of 2-amino-3-(2-quinolon-4-yl)propionic acid hydrochloride was suspended in 50 ml of methanol. Under an ice-cooled condition with strring, 5.3 g of thionyl chloride was added dropwise thereto, the reaction mixture was stirred at a room temperature overnight. Methanol and thionyl chloride were removed by distillation under a reduced pressure, then the residue obtained was recrystallized from methanolacetone to obtain 2.4 g of methyl 2-amino-3-(2-quinolon-4-yl)propionate in the form of whi... Reactants: C1(=CN2CCCC3=CC=CC1=C23)CC(=O)N (2-(5,6-Dihydro-4H-pyrrolo[3,2,1-ij]quinolin-1-yl)-acetamide), COC(C(=O)C1=CNC2=CC(=CC=C12)F)=O ((6-Fluoro-1H-indol-3-yl)-oxo-acetic acid methyl ester). The product is C1(=CN2CCCC3=CC=CC1=C23)C=2C(NC(C2C2=CNC3=CC(=CC=C23)F)=O)=O (3-(5,6-dihydro-4H-pyrrolo[3,2,1-ij]quinolin-1-yl)-4-(6-fluoro-1H-indol-3-yl)pyrrole-2,5-dione). Reaction SMILES: [C:1]1([CH2:13][C:14]([NH2:16])=[O:15])[C:11]2=[C:12]3[C:7](=[CH:8][CH:9]=[CH:10]2)[CH2:6][CH2:5][CH2:4][N:3]3[CH:2]=1.C[O:18][C:19](=O)[C:20]([C:22]1[C:30]2[C:25](=[CH:26][C:27]([F:31])=[CH:28][CH:29]=2)[NH:24][CH:23]=1)=O>>[C:1]1([C:13]2[C:14](=[O:15])[NH:16][C:19](=[O:18])[C:20]=2[C:22]2[C:30]3[C:25](=[CH:26][C:27]([F:31])=[CH:28][CH:29]=3)[NH:24][CH:23]=2)[C:11]2=[C:12]3[C:7](=[CH:8][CH:9]=[CH:10]2)[CH2:6][CH2:5][CH2:4][N:3]3[CH:2]=1. Procedure: Beginning with 2-(5,6-Dihydro-4H-pyrrolo[3,2,1-ij]quinolin-1-yl)-acetamide and (6-Fluoro-1H-indol-3-yl)-oxo-acetic acid methyl ester, the title compound was prepared essentially as described in Example 1. Reactants: CN(C)CC1=CC2=C(CN(CC2)C(=O)C2=CC=C(C=C2)\C=C/C2=CC=CC=C2)O1 ((Z)-N,N-Dimethyl-[6-(4-stilbenecarbonyl)-4,5,6,7-tetrahydrofuro[2,3-c]pyridin-2-ylmethyl]amine), Cl (hydrogen chloride). The solvent is CO (methanol), C(C)(=O)OCC (ethyl acetate). The product is Cl.CN(C)CC1=CC2=C(CN(CC2)C(=O)C2=CC=C(C=C2)\C=C/C2=CC=CC=C2)O1 ((Z)-N,N-dimethyl-[6-(4-stilbenecarbonyl)-4,5,6,7-tetrahydrofuro[2,3-c]pyridin-2-ylmethyl]amine hydrochloride). As a reaction SMILES: [CH3:1][N:2]([CH2:4][C:5]1[O:29][C:8]2[CH2:9][N:10]([C:13]([C:15]3[CH:20]=[CH:19][C:18](/[CH:21]=[CH:22]\[C:23]4[CH:28]=[CH:27][CH:26]=[CH:25][CH:24]=4)=[CH:17][CH:16]=3)=[O:14])[CH2:11][CH2:12][C:7]=2[CH:6]=1)[CH3:3].[ClH:30]>CO.C(OCC)(=O)C>[ClH:30].[CH3:1][N:2]([CH2:4][C:5]1[O:29][C:8]2[CH2:9][N:10]([C:13]([C:15]3[CH:16]=[CH:17][C:18](/[CH:21]=[CH:22]\[C:23]4[CH:24]=[CH:25][CH:26]=[CH:27][CH:28]=4)=[CH:19][CH:20]=3)=[O:14])[CH2:11][CH2:12][C:7]=2[CH:6]=1)[CH3:3] |f:4.5|. Procedure: (Z)-N,N-Dimethyl-[6-(4-stilbenecarbonyl)-4,5,6,7-tetrahydrofuro[2,3-c]pyridin-2-ylmethyl]amine 0.174 g was dissolved in 2 ml of methanol; hydrogen chloride in ethyl acetate was added in excess, followed by stirring. This mixture was concentrated; the resulting solid was washed with diethyl ether to yield the desired product. Starting materials: ClCCCBr, [Na+], [OH-], O, Sc1ccccc1. Yields the product ClCCCSc1ccccc1. Reaction SMILES: [Br:10][CH2:11][CH2:12][CH2:13][Cl:14].[Na+:2].[OH-:1].[OH2:15].[SH:3][c:4]1[cH:5][cH:6][cH:7][cH:8][cH:9]1>>[S:3]([c:4]1[cH:5][cH:6][cH:7][cH:8][cH:9]1)[CH2:11][CH2:12][CH2:13][Cl:14]. The reactants are COC=1N(C(C(=C(N1)C)C(=O)OCC)C1=CC(=CC=C1)[N+](=O)[O-])C(=O)OCC (2-methoxy-4-methyl-6-(3-nitrophenyl)-1,5(6H)-pyrimidinedicarboxylic acid, diethyl ester), C(C)(=O)[O-].[NH4+] (ammonium acetate). Run in O1CCCC1 (tetrahydrofuran). Reaction conditions: time 72 hour. Yields the product NC=1N(C(C(=C(N1)C)C(=O)OCC)C1=CC(=CC=C1)[N+](=O)[O-])C(=O)OCC (2-Amino-4-methyl-6-(3-nitrophenyl)-1,5(6H)-pyrimidinedicarboxylic acid, diethyl ester). Isolated yield 107.9%. RXN SMILES: CO[C:3]1[N:4]([C:24]([O:26][CH2:27][CH3:28])=[O:25])[CH:5]([C:15]2[CH:20]=[CH:19][CH:18]=[C:17]([N+:21]([O-:23])=[O:22])[CH:16]=2)[C:6]([C:10]([O:12][CH2:13][CH3:14])=[O:11])=[C:7]([CH3:9])[N:8]=1.C([O-])(=O)C.[NH4+:33]>O1CCCC1>[NH2:33][C:3]1[N:4]([C:24]([O:26][CH2:27][CH3:28])=[O:25])[CH:5]([C:15]2[CH:20]=[CH:19][CH:18]=[C:17]([N+:21]([O-:23])=[O:22])[CH:16]=2)[C:6]([C:10]([O:12][CH2:13][CH3:14])=[O:11])=[C:7]([CH3:9])[N:8]=1 |f:1.2|. Procedure details: A solution of 2-methoxy-4-methyl-6-(3-nitrophenyl)-1,5(6H)-pyrimidinedicarboxylic acid, diethyl ester (3.78 g, 9.66 mmoles of crude from previous reaction) in anhydrous tetrahydrofuran (20 ml) was cooled to 0° C. (ice bath) and a slow stream of ammonia gas was bubbled through it for approximately 5 minutes. Solid ammonium acetate (385 mg, 5.0 mmoles) was added and the reaction flask was tightly stoppered and allowed to stir at room temperature for 72 hours. A light yellow solid precipitated out ... The reactants are FC(C(=O)O)(F)F (trifluoroacetic acid), O1N=C(C=C1)C(C)NC(=O)C1=CN(C2=NC=C(N=C21)C2=NN(C1=CC(=CC=C21)F)C)COCC[Si](C)(C)C (2-(6-fluoro-1-methyl-1H-indazol-3-yl)-5-(2-trimethylsilanylethoxymethyl)-5H-pyrrolo[2,3-b]pyrazine-7-carboxylic acid (1-isoxazol-3-yl-ethyl)-amide), C(CN)N (ethylenediamine). Solvent: ClCCl (dichloromethane). Reaction conditions: time 2 hour. Yields the product O1N=C(C=C1)C(C)NC(=O)C1=CNC2=NC=C(N=C21)C2=NN(C1=CC(=CC=C21)F)C (2-(6-fluoro-1-methyl-1H-indazol-3-yl)-5H-pyrrolo[2,3-b]pyrazine-7-carboxylic acid (1-isoxazol-3-yl-ethyl)-amide). The yield is 53.8%. RXN SMILES: [O:1]1[CH:5]=[CH:4][C:3]([CH:6]([NH:8][C:9]([C:11]2[C:19]3[C:14](=[N:15][CH:16]=[C:17]([C:20]4[C:28]5[C:23](=[CH:24][C:25]([F:29])=[CH:26][CH:27]=5)[N:22]([CH3:30])[N:21]=4)[N:18]=3)[N:13](COCC[Si](C)(C)C)[CH:12]=2)=[O:10])[CH3:7])=[N:2]1.FC(F)(F)C(O)=O.C(N)CN>ClCCl>[O:1]1[CH:5]=[CH:4][C:3]([CH:6]([NH:8][C:9]([C:11]2[C:19]3[C:14](=[N:15][CH:16]=[C:17]([C:20]4[C:28]5[C:23](=[CH:24][C:25]([F:29])=[CH:26][CH:27]=5)[N:22]([CH3:30])[N:21]=4)[N:18]=3)[NH:13][CH:12]=2)=[O:10])[CH3:7])=[N:2]1. Procedure: In a round-bottomed flask, 2-(6-fluoro-1-methyl-1H-indazol-3-yl)-5-(2-trimethylsilanylethoxymethyl)-5H-pyrrolo[2,3-b]pyrazine-7-carboxylic acid (1-isoxazol-3-yl-ethyl)-amide (113 mg, 0.211 mmol) was dissolved in dichloromethane (1.1 ml) and trifluoroacetic acid (0.65 ml, 8.4 mmol) was added. The reaction mixture was stirred at room temperature for 2 h then concentrated. The residue was dissolved in dichloromethane (1.1 ml) and ethylenediamine (0.86 ml, 12.7 mmol) was added. The yellow solution w... Run at temperature 60 celsius. Reported procedure: A 13 mg (0.0877 mmol) solution of 7-aminooxindole (T. Nakashima & I. Suzuki, Chem. Pharm. Bull. (1969) 11, 2293) and 1H-indazole-6-carbaldehyde (14 mg, 0.0965 mmol) in MeOH (1.0 mL) was treated with piperidine (˜1 uL, 0.00877 mmol) and the reaction was heated to 60° C. for 4 hours. The MeOH was then removed in vacuo and the residue treated with 95:5 CH2Cl2/MeOH. The resulting precipitate was filtered and washed with 95:5 CH2Cl2/MeOH to obtain the title compound as a orange powder (6.7 mg, 28%). ... RXN SMILES: [NH2:1][C:2]1[CH:3]=[CH:4][CH:5]=[C:6]2[C:10]=1[NH:9][C:8](=[O:11])[CH2:7]2.[NH:12]1[C:20]2[C:15](=[CH:16][CH:17]=[C:18]([CH:21]=O)[CH:19]=2)[CH:14]=[N:13]1.N1CCCCC1>CO>[NH:12]1[C:20]2[C:15](=[CH:16][CH:17]=[C:18](/[CH:21]=[C:7]3/[C:8](=[O:11])[NH:9][C:10]4[C:6]/3=[CH:5][CH:4]=[CH:3][C:2]=4[NH2:1])[CH:19]=2)[CH:14]=[N:13]1. Yield: 28.0%. The reactants are solution, NC=1C=CC=C2CC(NC12)=O (7-aminooxindole), N1N=CC2=CC=C(C=C12)C=O (1H-indazole-6-carbaldehyde), N1CCCCC1 (piperidine). The product is N1N=CC2=CC=C(C=C12)\C=C/1\C(NC2=C(C=CC=C12)N)=O ((E)-3-((1H-indazol-6-yl)methylene)-7-aminoindolin-2-one). Solvent: CO (MeOH). Starting materials: S(N)(OC1=CC=2CC[C@H]3[C@@H]4CC[C@@H]([C@@]4(C)CC[C@@H]3C2C=C1)C(NCCC)=O)(=O)=O (17β-(N-Propylcarbamoyl)estra-1,3,5(10)-trien-3-yl sulfamate), compound 29d, S(N)(OC1=CC=2CC[C@H]3[C@@H]4CC=C([C@@]4(C)CC[C@@H]3C2C=C1)C(NCC(C)C)=O)(=O)=O (17-(N-Isobutylcarbamoyl)estra-1,3,5(10),16-tetraen-3-yl sulfamate). The product is S(N)(OC1=CC=2CC[C@H]3[C@@H]4CC[C@@H]([C@@]4(C)CC[C@@H]3C2C=C1)C(NCC(C)C)=O)(=O)=O (17β-(N-Isobutylcarbamoyl)estra-1,3,5(10)-trien-3-yl sulfamate). RXN SMILES: S(=O)(=O)(OC1C=CC2[C@@H]3[C@H]([C@H]4[C@@](CC3)(C)[C@@H](C(=O)NCCC)CC4)CCC=2C=1)N.[S:30](=[O:59])(=[O:58])([O:32][C:33]1[CH:50]=[CH:49][C:48]2[C@@H:47]3[C@H:38]([C@H:39]4[C@@:43]([CH2:45][CH2:46]3)([CH3:44])[C:42]([C:51](=[O:57])[NH:52][CH2:53][CH:54]([CH3:56])[CH3:55])=[CH:41][CH2:40]4)[CH2:37][CH2:36][C:35]=2[CH:34]=1)[NH2:31]>>[S:30](=[O:58])(=[O:59])([O:32][C:33]1[CH:50]=[CH:49][C:48]2[C@@H:47]3[C@H:38]([C@H:39]4[C@@:43]([CH2:45][CH2:46]3)([CH3:44])[C@@H:42]([C:51](=[O:57])[NH:52][CH2:53][CH:54]([CH3:56])[CH3:55])[CH2:41][CH2:40]4)[CH2:37][CH2:36][C:35]=2[CH:34]=1)[NH2:31]. Procedure: In similar manners to those described for the synthesis of compound 7, compound 29d was prepared from compound 11d. TOF-MS m/z 435 (M+H)+; 1H NMR (270 MHz, DMSO-d6) δ 0.60 (s, 3H, CH3), 0.84 (d, 6H, J=6.9 Hz, CH(CH3)2), 2.60-3.16 (m, 2H, NHCH2), 6.95 (d, 1H, J=2.3 Hz, ArH), 7.00 (dd, 1H, J=2.3, 8.6 Hz, ArH), 7.34 (d, 1H, J=8.6 Hz, ArH), 7.49 (brt, 1H, J=5.6 Hz, NHCH2), 7.84 (brs, 2H, NH2). Reactants: CSc1cccc(Br)c1Cl, CC#N, ClC(Cl)(Cl)Cl, [O-][I+3]([O-])([O-])[O-], [Na+], [Na+], [Na+], O=C([O-])[O-], O, Cl[Ru](Cl)Cl. The product is CS(=O)(=O)c1cccc(Br)c1Cl. Reaction SMILES: [Br:1][c:2]1[c:3]([Cl:10])[c:4]([S:8][CH3:9])[cH:5][cH:6][cH:7]1.[C:24](#[N:25])[CH3:26].[C:27]([Cl:28])([Cl:29])([Cl:30])[Cl:31].[I+3:11]([O-:12])([O-:13])([O-:14])[O-:15].[Na+:16].[Na+:17].[Na+:18].[O-:19][C:20](=[O:21])[O-:22].[OH2:23].[Ru:32]([Cl:33])([Cl:34])[Cl:35]>>[Br:1][c:2]1[c:3]([Cl:10])[c:4]([S:8]([CH3:9])(=[O:12])=[O:23])[cH:5][cH:6][cH:7]1.